Dataset: the Open Reaction Database (ORD), a public repository of structured organic reaction records. Task: describe an organic reaction: reactants, conditions, products, and yield Starting materials: Cl.C1=CC(=C2C=CC=C3C4=CC=CC=C4C1=C23)CNC(CO)(CO)C (2-((3-Fluoranthenylmethyl)amino)-2-methyl-1,3-propanediol hydrochloride), C1=CC(=C2C=CC=C3C4=CC=CC=C4C1=C23)C=O (3-fluoranthenecarbaldehyde), CC(CO)(C)N (2-methyl-2-aminopropanol). The solvent is CO.CCOCC (CH3OH Et2O). Yields the product Cl.C1=CC(=C2C=CC=C3C4=CC=CC=C4C1=C23)CNC(CO)(C)C (2-((3-fluoranthenylmethyl)-amino)-2-methyl-1-propanol hydrochloride). Reaction SMILES: [ClH:1].[CH:2]1[C:16]2=[C:17]3[C:9]([C:10]4[C:15]2=[CH:14][CH:13]=[CH:12][CH:11]=4)=[CH:8][CH:7]=[CH:6][C:5]3=[C:4]([CH2:18][NH:19][C:20]([CH3:25])([CH2:23]O)[CH2:21][OH:22])[CH:3]=1.C1C2=C3C(C4C2=CC=CC=4)=CC=CC3=C(C=O)C=1.CC(N)(C)CO>CO.CCOCC>[ClH:1].[CH:2]1[C:16]2=[C:17]3[C:9]([C:10]4[C:15]2=[CH:14][CH:13]=[CH:12][CH:11]=4)=[CH:8][CH:7]=[CH:6][C:5]3=[C:4]([CH2:18][NH:19][C:20]([CH3:25])([CH3:23])[CH2:21][OH:22])[CH:3]=1 |f:0.1,4.5,6.7|. Procedure: Using the reductive amination procedure outlined in 1D, 3-fluoranthenecarbaldehyde (1A) and 2-methyl-2-aminopropanol (Aldrich) gave 2-((3-fluoranthenylmethyl)-amino)-2-methyl-1-propanol hydrochloride, mp 288°-290° (dec), (CH3OH/Et2O), (C, H, Cl, N). The reactants are N#Cc1cn(-c2ccccn2)nc1-c1ccc([N+](=O)[O-])o1, O, O=S(=O)(O)O. The product is NC(=O)c1cn(-c2ccccn2)nc1-c1ccc([N+](=O)[O-])o1. RXN SMILES: [N+:1](=[O:2])([O-:3])[c:4]1[cH:5][cH:6][c:7](-[c:9]2[n:10][n:11](-[c:16]3[n:17][cH:18][cH:19][cH:20][cH:21]3)[cH:12][c:13]2[C:14]#[N:15])[o:8]1.[OH2:27].[S:22]([OH:23])(=[O:24])(=[O:25])[OH:26]>>[N+:1](=[O:2])([O-:3])[c:4]1[cH:5][cH:6][c:7](-[c:9]2[n:10][n:11](-[c:16]3[n:17][cH:18][cH:19][cH:20][cH:21]3)[cH:12][c:13]2[C:14]([NH2:15])=[O:23])[o:8]1. Reaction conditions: temperature -20 celsius, time 30 minute. The product is C1OC2(CC3=CC[C@H]4[C@@H]5CC/C(=C(\CO)/OC)/[C@]5(CC[C@@]4([C@]3(CC2)C)O)C)OC1 ((20Z)-3,3-Ethylenedioxy-20-methoxypregna-5,17(20)-diene-9α,21-diol). Solvent: C1(=CC=CC=C1)C (toluene), C1(=CC=CC=C1)C (toluene). Reported procedure: Under nitrogen a 1M solution of diisobutylaluminium hydride in toluene (0.1 ml) was added to a stirred solution of methyl (20Z)-3,3-ethylenedioxy-9α-hydroxy-20-methoxypregna-5,17(20)-dien-21-oate (112 mg, prepared according to Example 19) in dry toluene (8 ml) at -20° C. The reaction mixture was stirred at -20° C. for 30 minutes. To complete the reaction the same quantity of diisobutylaluminium hydride solution was added and stirring was continued at -20° C. for 5 minutes. Next, water (2 ml) was... Isolated yield 63.0%. Reaction SMILES: [H-].C([Al+]CC(C)C)C(C)C.[CH2:11]1[CH2:41][O:40][C:13]2([CH2:36][CH2:35][C@@:34]3([CH3:37])[C:15](=[CH:16][CH2:17][C@@H:18]4[C@:33]3([OH:38])[CH2:32][CH2:31][C@@:30]3([CH3:39])[C@H:19]4[CH2:20][CH2:21]/[C:22]/3=[C:23](/[O:28][CH3:29])\[C:24](OC)=[O:25])[CH2:14]2)[O:12]1.O>C1(C)C=CC=CC=1>[CH2:41]1[CH2:11][O:12][C:13]2([CH2:36][CH2:35][C@@:34]3([CH3:37])[C:15](=[CH:16][CH2:17][C@@H:18]4[C@:33]3([OH:38])[CH2:32][CH2:31][C@@:30]3([CH3:39])[C@H:19]4[CH2:20][CH2:21]/[C:22]/3=[C:23](/[O:28][CH3:29])\[CH2:24][OH:25])[CH2:14]2)[O:40]1 |f:0.1|. Starting materials: solution, [H-].C(C(C)C)[Al+]CC(C)C (diisobutylaluminium hydride), C1OC2(CC3=CC[C@H]4[C@@H]5CC/C(=C(\C(=O)OC)/OC)/[C@]5(CC[C@@]4([C@]3(CC2)C)O)C)OC1 (methyl (20Z)-3,3-ethylenedioxy-9α-hydroxy-20-methoxypregna-5,17(20)-dien-21-oate), [H-].C(C(C)C)[Al+]CC(C)C (diisobutylaluminium hydride), O (water).